This data is from the Open Reaction Database (ORD), a public repository of structured organic reaction records. The task is: describe an organic reaction: reactants, conditions, products, and yield Procedure details: To a solution of 4-(5-aminopyridin-3-yl)-N-benzyl-8-phenylphthalazin-1-amine (60.0 mg, 0.149 mmol) in dichloromethane (10 mL) was added chlorosulfonyl isocyanate (0.0191 mL, 0.223 mmol) dropwise at 0° C. and the reaction mixture allowed to stir for 2 h while warming to ambient temperature. The volatile components were evaporated under reduced pressure and the resulting residue was cooled to 0° C. 1.5N HCl was added and the reaction mixture stirred for an additional 2 h. The reaction mixture was ... The yield is 3.0%. Reaction conditions: time 2 hour. Solvent: ClCCl (dichloromethane). Reaction SMILES: [NH2:1][C:2]1[CH:3]=[C:4]([C:8]2[C:17]3[C:12](=[C:13]([C:18]4[CH:23]=[CH:22][CH:21]=[CH:20][CH:19]=4)[CH:14]=[CH:15][CH:16]=3)[C:11]([NH:24][CH2:25][C:26]3[CH:31]=[CH:30][CH:29]=[CH:28][CH:27]=3)=[N:10][N:9]=2)[CH:5]=[N:6][CH:7]=1.ClS([N:36]=[C:37]=[O:38])(=O)=O>ClCCl>[CH2:25]([NH:24][C:11]1[C:12]2[C:17](=[CH:16][CH:15]=[CH:14][C:13]=2[C:18]2[CH:23]=[CH:22][CH:21]=[CH:20][CH:19]=2)[C:8]([C:4]2[CH:3]=[C:2]([NH:1][C:37]([NH2:36])=[O:38])[CH:7]=[N:6][CH:5]=2)=[N:9][N:10]=1)[C:26]1[CH:31]=[CH:30][CH:29]=[CH:28][CH:27]=1. The reactants are NC=1C=C(C=NC1)C1=NN=C(C2=C(C=CC=C12)C1=CC=CC=C1)NCC1=CC=CC=C1 (4-(5-aminopyridin-3-yl)-N-benzyl-8-phenylphthalazin-1-amine), ClS(=O)(=O)N=C=O (chlorosulfonyl isocyanate). Yields the product C(C1=CC=CC=C1)NC1=NN=C(C2=CC=CC(=C12)C1=CC=CC=C1)C=1C=C(C=NC1)NC(=O)N (1-(5-(4-(benzylamino)-5-phenylphthalazin-1-yl)pyridin-3-yl)urea). Reactants: CCOP(=O)(OCC)C1C=Cc2cc(C(F)(F)F)ccc2N1C(=O)OCC(Cl)(Cl)Cl, CCO, O=[Pt]=O. The product is CCOP(=O)(OCC)C1CCc2cc(C(F)(F)F)ccc2N1C(=O)OCC(Cl)(Cl)Cl. Reaction SMILES: [CH2:1]([CH3:2])[O:3][P:4]([O:5][CH2:6][CH3:7])(=[O:8])[CH:9]1[N:10]([C:23](=[O:24])[O:25][CH2:26][C:27]([Cl:28])([Cl:29])[Cl:30])[c:11]2[cH:12][cH:13][c:14]([C:19]([F:20])([F:21])[F:22])[cH:15][c:16]2[CH:17]=[CH:18]1.[CH3:31][CH2:32][OH:33].[Pt:34](=[O:35])=[O:36]>>[CH2:1]([CH3:2])[O:3][P:4]([O:5][CH2:6][CH3:7])(=[O:8])[CH:9]1[N:10]([C:23](=[O:24])[O:25][CH2:26][C:27]([Cl:28])([Cl:29])[Cl:30])[c:11]2[cH:12][cH:13][c:14]([C:19]([F:20])([F:21])[F:22])[cH:15][c:16]2[CH2:17][CH2:18]1. The reactants are [N+](=O)([O-])C1=CC=C(CP(O)(O)=O)C=C1 (4-Nitrobenzylphosphonic acid), CC(CO)(CO)C (2,2-dimethyl-1,3-propanediol). Product: CC1(COP(OC1)(CC1=CC=C(C=C1)[N+](=O)[O-])=O)C (5,5-dimethyl-2-(4-nitrobenzyl)-1,3,2-dioxaphosphorinan-2-oxide). Reaction SMILES: [N+:1]([C:4]1[CH:14]=[CH:13][C:7]([CH2:8][P:9](=[O:12])([OH:11])[OH:10])=[CH:6][CH:5]=1)([O-:3])=[O:2].[CH3:15][C:16]([CH3:21])([CH2:19]O)[CH2:17]O>>[CH3:15][C:16]1([CH3:21])[CH2:19][O:11][P:9](=[O:10])([CH2:8][C:7]2[CH:13]=[CH:14][C:4]([N+:1]([O-:3])=[O:2])=[CH:5][CH:6]=2)[O:12][CH2:17]1. Procedure details: 4-Nitrobenzylphosphonic acid and 2,2-dimethyl-1,3-propanediol were treated in the same manner as in Reference Example 20 to yield 5,5-dimethyl-2-(4-nitrobenzyl)-1,3,2-dioxaphosphorinan-2-oxide, which was then recrystallized from ethanol-hexane to yield colorless plates having a melting point of 176°-177° C.